The task is: describe an organic reaction: reactants, conditions, products, and yield. This data is from the Open Reaction Database (ORD), a public repository of structured organic reaction records. The reactants are C1CNCCN1, CCO, CO, O=C1NCCN1CCCl, [Na+], [Na+], O=C([O-])[O-]. Product: O=C1NCCN1CCN1CCNCC1. As a reaction SMILES: [CH2:1]1[CH2:2][NH:3][CH2:4][CH2:5][NH:6]1.[CH3:22][CH2:23][OH:24].[CH3:25][OH:26].[Cl:7][CH2:8][CH2:9][N:10]1[C:11](=[O:15])[NH:12][CH2:13][CH2:14]1.[Na+:16].[Na+:17].[O-:18][C:19](=[O:20])[O-:21]>>[CH2:1]1[CH2:2][N:3]([CH2:8][CH2:9][N:10]2[C:11](=[O:15])[NH:12][CH2:13][CH2:14]2)[CH2:4][CH2:5][NH:6]1. Reactants: [BH4-], CC(=O)c1cccc([N+](=O)[O-])c1C(=O)O, [Na+], [Na+], [OH-]. The product is CC1OC(=O)c2c1cccc2[N+](=O)[O-]. As a reaction SMILES: [BH4-:16].[N+:1](=[O:2])([O-:3])[c:4]1[c:5]([C:6](=[O:7])[OH:8])[c:9]([C:13]([CH3:14])=[O:15])[cH:10][cH:11][cH:12]1.[Na+:17].[Na+:19].[OH-:18]>>[N+:1](=[O:2])([O-:3])[c:4]1[c:5]2[c:9]([cH:10][cH:11][cH:12]1)[CH:13]([CH3:14])[O:15][C:6]2=[O:8]. The reactants are C(C)(OC)(OC)OC (trimethyl orthoacetate), CC(=CCO)C (3-Methylbut-2-enol). The reagents and catalysts are P(O)(O)(O)=O (orthophosphoric acid). Run in CO (methanol). Run at temperature 110 celsius. Yields the product CC(CC(=O)OC)(C=C)C (methyl 3,3-dimethylpent-4-enoate). The yield is 63.0%. As a reaction SMILES: [C:1](OC)([O:5][CH3:6])([O:3]C)[CH3:2].[CH3:9][C:10]([CH3:14])=[CH:11][CH2:12]O>P(=O)(O)(O)O.CO>[CH3:9][C:10]([CH3:14])([CH:11]=[CH2:12])[CH2:2][C:1]([O:5][CH3:6])=[O:3]. Procedure: A mixture of trimethyl orthoacetate (120 g; 1 mole) and orthophosphoric acid (1.5 g; 0.015 mole) was placed in a flask equipped with a stirrer and a 10 cm fractionating column packed with Fenske rings and the mixture was heated, with stirring, to a temperature of 110° C. 3-Methylbut-2-enol (21.5 g; 0.25 mole) was added to the hot reaction mixture over a period of 4 minutes and the methanol formed was collected by distillation over a period of 30 minutes. The excess trimethyl orthoacetate was the... Starting materials: intermediate 40C, COC([C@H](CCC(=O)N1C[C@H](C2(CC2)CC1)O)N1CCN(CCC1=O)C1=CC(=C(C=C1)C(F)(F)F)Cl)=O ((S)-2-[4-(3-Chloro-4-trifluoromethyl-phenyl)-7-oxo-[1,4]diazepan-1-yl]-5-((S)-4-hydroxy-6-aza-spiro[2.5]oct-6-yl)-5-oxo-pentanoic acid methyl ester), [Li+].[BH4-] (LiBH4). Solvent: CO (MeOH). Yields the product ClC=1C=C(C=CC1C(F)(F)F)N1CCN(C(CC1)=O)[C@@H](CCC(=O)N1C[C@H](C2(CC2)CC1)O)CO (1-(3-Chloro-4-trifluoromethyl-phenyl)-4-[(S)-4-((S)-4-hydroxy-6-aza-spiro[2.5]oct-6-yl)-1-hydroxymethyl-4-oxo-butyl]-[1,4]diazepan-5-one). Isolated yield 62.0%. RXN SMILES: C[O:2][C:3](=O)[C@@H:4]([N:18]1[C:24](=[O:25])[CH2:23][CH2:22][N:21]([C:26]2[CH:31]=[CH:30][C:29]([C:32]([F:35])([F:34])[F:33])=[C:28]([Cl:36])[CH:27]=2)[CH2:20][CH2:19]1)[CH2:5][CH2:6][C:7]([N:9]1[CH2:16][CH2:15][C:12]2([CH2:14][CH2:13]2)[C@H:11]([OH:17])[CH2:10]1)=[O:8].[Li+].[BH4-]>CO>[Cl:36][C:28]1[CH:27]=[C:26]([N:21]2[CH2:22][CH2:23][C:24](=[O:25])[N:18]([C@H:4]([CH2:3][OH:2])[CH2:5][CH2:6][C:7]([N:9]3[CH2:16][CH2:15][C:12]4([CH2:13][CH2:14]4)[C@H:11]([OH:17])[CH2:10]3)=[O:8])[CH2:19][CH2:20]2)[CH:31]=[CH:30][C:29]=1[C:32]([F:34])([F:35])[F:33] |f:1.2|. Procedure details: In analogy to the procedure described for intermediate 40C, (S)-2-[4-(3-Chloro-4-trifluoromethyl-phenyl)-7-oxo-[1,4]diazepan-1-yl]-5-((S)-4-hydroxy-6-aza-spiro[2.5]oct-6-yl)-5-oxo-pentanoic acid methyl ester (example 123) and LiBH4 (2 M in THF)/MeOH gave the title compound in 62% yield as yellow oil. MS: 518.20 (MH+, Cl). The reactants are CC=1NC(=CC(C1CCCCCCCC)=O)C (2,6-dimethyl-3-octylpyridin-4(1H)-one), II (iodine), I(=O)(=O)O (iodic acid). The reagents and catalysts are S(=O)([O-])[O-].[Na+].[Na+] (sodium sulphite). The solvent is C(C)O (ethanol), O (water). Run at time 30 minute. Yields the product IC=1C(C(=C(NC1C)C)CCCCCCCC)=O (5-Iodo-2,6-dimethyl-3-octylpyridin-4(1H)-one). The yield is 205.8%. Reaction SMILES: [CH3:1][C:2]1[NH:3][C:4]([CH3:17])=[CH:5][C:6](=[O:16])[C:7]=1[CH2:8][CH2:9][CH2:10][CH2:11][CH2:12][CH2:13][CH2:14][CH3:15].II.[I:20](O)(=O)=O>C(O)C.O.S([O-])([O-])=O.[Na+].[Na+]>[I:20][C:5]1[C:6](=[O:16])[C:7]([CH2:8][CH2:9][CH2:10][CH2:11][CH2:12][CH2:13][CH2:14][CH3:15])=[C:2]([CH3:1])[NH:3][C:4]=1[CH3:17] |f:5.6.7|. Reported procedure: To a stirred solution of 2,6-dimethyl-3-octylpyridin-4(1H)-one (1.17 g) and iodine (0.63 g) in ethanol (15 ml) at 70° was added dropwise a solution of iodic acid (0.22 g) in water (1 ml). After 30 min the mixture was allowed to cool and a few drops of an aqueous sodium sulphite solution added to remove excess iodine. The precipitate was filtered, washed with ethanol and recrystallised from DMF to give the title compound (0.93 g), m.p. 224°-226°, NMR δH (d6 -DMSO) 2.42 (3H, s), 2.3-2.5 (2H, m), 2...